Dataset: the Open Reaction Database (ORD), a public repository of structured organic reaction records. Task: describe an organic reaction: reactants, conditions, products, and yield Procedure details: 4-Borono-L-phenylalanine (0.30 g, 1.0 mmol), 4-Bromo-5-methoxy-2-methyl-2H-pyridazin-3-one (0.35 g, 1.0 mmol), tetrakistriphenylphosphine palladium(0) (0.09 g), and 2.0 M aqueous sodium carbonate (3.0 mL) were refluxed in MeCN (900 mL) for 4 d. The mixture was acidified with 2.0 N HCl and treated with MeOH. The solid was filtered off and the mixture was concentrated in vacuo. The crude solid was purified using a Gilson HPLC containing a Kromasil column (10 u, 100 Å C18, column length 250×50 mm, ... Starting materials: B(O)(O)C1=CC=C(C[C@H](N)C(=O)O)C=C1 (4-Borono-L-phenylalanine), BrC=1C(N(N=CC1OC)C)=O (4-Bromo-5-methoxy-2-methyl-2H-pyridazin-3-one), tetrakistriphenylphosphine palladium(0), C([O-])([O-])=O.[Na+].[Na+] (sodium carbonate), Cl (HCl). Solvent: CC#N (MeCN), CO (MeOH). As a reaction SMILES: B([C:4]1[CH:15]=[CH:14][C:7]([CH2:8][C@@H:9]([C:11]([OH:13])=[O:12])[NH2:10])=[CH:6][CH:5]=1)(O)O.Br[C:17]1[C:18](=[O:26])[N:19]([CH3:25])[N:20]=[CH:21][C:22]=1[O:23][CH3:24].C(=O)([O-])[O-].[Na+].[Na+].Cl>CC#N.CO>[NH2:10][C@@H:9]([CH2:8][C:7]1[CH:14]=[CH:15][C:4]([C:17]2[C:18](=[O:26])[N:19]([CH3:25])[N:20]=[CH:21][C:22]=2[O:23][CH3:24])=[CH:5][CH:6]=1)[C:11]([OH:13])=[O:12] |f:2.3.4|. The product is N[C@H](C(=O)O)CC1=CC=C(C=C1)C=1C(N(N=CC1OC)C)=O (2-(S)-Amino-3-[4-(5-methoxy-2-methyl-3-oxo-2,3-dihydro-pyridazin-4-yl)-phenyl]-propionic acid). Starting materials: Cl (HCl), COC1(OC2=C(CC1)C(=C(C(=C2C)C)OCC2=CC=CC=C2)C)C (rac-2-methoxy-3,4-dihydro-2,5,7,8-tetramethyl-6-(phenylmethoxy)-2H-1-benzopyran), [Cl-].[Ca+2].[Cl-] (calcium chloride), CCCCCC (hexane). Solvent: C(C)OCC (diethyl ether). Run at time 2 hour. The product is ClC1(OC2=C(CC1)C(=C(C(=C2C)C)OCC2=CC=CC=C2)C)C (rac-2-chloro-3,4-dihydro-2,5,7,8-tetramethyl-6-(phenylmethoxy)-2H-1-benzopyran). Isolated yield 100.6%. As a reaction SMILES: CO[C:3]1([CH3:24])[CH2:8][CH2:7][C:6]2[C:9]([CH3:23])=[C:10]([O:15][CH2:16][C:17]3[CH:22]=[CH:21][CH:20]=[CH:19][CH:18]=3)[C:11]([CH3:14])=[C:12]([CH3:13])[C:5]=2[O:4]1.[Cl-:25].[Ca+2].[Cl-].CCCCCC.Cl>C(OCC)C>[Cl:25][C:3]1([CH3:24])[CH2:8][CH2:7][C:6]2[C:9]([CH3:23])=[C:10]([O:15][CH2:16][C:17]3[CH:22]=[CH:21][CH:20]=[CH:19][CH:18]=3)[C:11]([CH3:14])=[C:12]([CH3:13])[C:5]=2[O:4]1 |f:1.2.3|. Reported procedure: A mixture of 10 g of rac-2-methoxy-3,4-dihydro-2,5,7,8-tetramethyl-6-(phenylmethoxy)-2H-1-benzopyran, 10 g of calcium chloride, 100 ml of hexane and 50 ml of diethyl ether was stirred at -5° to -10° C. while HCl gas was bubbled in for 1 hr. An additional 10 g of calcium chloride was added and stirring was continued at room temperature for 2 hr. The mixture was filtered and the filtrate was concentrated in vacuo giving 10.2 g of title product as a light-brown oil. Proton NMR analysis revealed tha...